This data is from the Open Reaction Database (ORD), a public repository of structured organic reaction records. The task is: describe an organic reaction: reactants, conditions, products, and yield Starting materials: B, C1CCOC1, C1CCOC1, O=C(Nc1ccc(Cl)c(CCO)c1F)C(F)(F)c1ccc(F)c2ccccc12, [Na+], O=C([O-])O, O. Product: OCCc1c(Cl)ccc(NCC(F)(F)c2ccc(F)c3ccccc23)c1F. Reaction SMILES: [BH3:29].[CH2:30]1[O:31][CH2:32][CH2:33][CH2:34]1.[CH2:40]1[O:41][CH2:42][CH2:43][CH2:44]1.[Cl:1][c:2]1[c:3]([CH2:26][CH2:27][OH:28])[c:4]([F:25])[c:5]([NH:8][C:9]([C:10]([c:11]2[cH:12][cH:13][c:14]([F:21])[c:15]3[cH:16][cH:17][cH:18][cH:19][c:20]23)([F:22])[F:23])=[O:24])[cH:6][cH:7]1.[Na+:39].[O-:35][C:36]([OH:37])=[O:38].[OH2:45]>>[Cl:1][c:2]1[c:3]([CH2:26][CH2:27][OH:28])[c:4]([F:25])[c:5]([NH:8][CH2:9][C:10]([c:11]2[cH:12][cH:13][c:14]([F:21])[c:15]3[cH:16][cH:17][cH:18][cH:19][c:20]23)([F:22])[F:23])[cH:6][cH:7]1. Reactants: OCC1(N=C2C(=N1)C=CC=C2)S (2-hydroxymethyl-2-mercaptobenzimidazole), C(\C=C(/C)\CCC=C(C)C)Cl (geranyl chloride), C(=O)(O)[O-].[Na+] (NaHCO3). Reagents/catalysts: [I-].C(CCC)[N+](CCCC)(CCCC)CCCC (tetrabutylammonium iodide). Solvent: C(Cl)Cl (CH2Cl2). Yields the product C\C(=C/CN1C(=NC2=C1C=CC=C2)CO)\CCC=C(C)C (1-[3,7-dimethyl-2,6(E)-octadienyl]-2-hydroxymethyl-1H-1,3-benzimidazole). RXN SMILES: [OH:1][CH2:2][C:3]1(S)[N:7]=[C:6]2[CH:8]=[CH:9][CH:10]=[CH:11][C:5]2=[N:4]1.[CH2:13](Cl)/[CH:14]=[C:15](/[CH2:17][CH2:18][CH:19]=[C:20]([CH3:22])[CH3:21])\[CH3:16].C([O-])(O)=O.[Na+]>[I-].C([N+](CCCC)(CCCC)CCCC)CCC.C(Cl)Cl>[CH3:16]/[C:15](/[CH2:17][CH2:18][CH:19]=[C:20]([CH3:22])[CH3:21])=[CH:14]\[CH2:13][N:4]1[C:5]2[CH:11]=[CH:10][CH:9]=[CH:8][C:6]=2[N:7]=[C:3]1[CH2:2][OH:1] |f:2.3,4.5|. Reported procedure: A solution of 2-hydroxymethyl-2-mercaptobenzimidazole (2.68 g, 20 mmol), geranyl chloride (3.44 g, 20 mmol), tetrabutylammonium iodide (0.740 g, 2 mmol), saturated NaHCO3 (50 mL) and CH2Cl2 (40 mL) was stirred at ambient temperature for 72 hours. The methylene chloride layer was separated, washed with water and dried over Na2SO4. Evaporation and flash chromatography (Merck Kieselgel, 5% MeOH/CH2Cl2) gave 1-[3,7-dimethyl-2,6(E)-octadienyl]-2-hydroxymethyl-1H-1,3-benzimidazole free base) (1.45 g) ... Reactants: CC(C)(C)OC(=O)NCCO, C1CCOC1, CC(C)OC(=O)N=NC(=O)OC(C)C, O=c1cns[nH]1, c1ccc(P(c2ccccc2)c2ccccc2)cc1. Product: CC(C)(C)OC(=O)NCCOc1cnsn1. As a reaction SMILES: [C:15]([CH3:16])([CH3:17])([CH3:18])[O:19][C:20](=[O:21])[NH:22][CH2:23][CH2:24][OH:25].[CH2:51]1[O:52][CH2:53][CH2:54][CH2:55]1.[O:1]=[C:2]([O:3][CH:4]([CH3:5])[CH3:6])[N:7]=[N:8][C:9]([O:10][CH:11]([CH3:12])[CH3:13])=[O:14].[O:26]=[c:27]1[nH:28][s:29][n:30][cH:31]1.[c:32]1([P:33]([c:34]2[cH:35][cH:36][cH:37][cH:38][cH:39]2)[c:40]2[cH:41][cH:42][cH:43][cH:44][cH:45]2)[cH:46][cH:47][cH:48][cH:49][cH:50]1>>[C:15]([CH3:16])([CH3:17])([CH3:18])[O:19][C:20](=[O:21])[NH:22][CH2:23][CH2:24][O:25][c:27]1[n:28][s:29][n:30][cH:31]1. The reactants are IC(=CCO)C1=CC=CC=C1 (3-Iodo-3-phenyl-prop-2-en-1-ol), O1CCCC1 (tetrahydrofuran). Run at temperature 50 celsius, time 2 hour. The product is C1(=CC=CC=C1)C=1C(OCC1)=O (3-phenyl-5H-furan-2-one). The yield is 91.0%. RXN SMILES: I[C:2]([C:6]1[CH:11]=[CH:10][CH:9]=[CH:8][CH:7]=1)=[CH:3][CH2:4][OH:5].[O:12]1CCC[CH2:13]1>>[C:6]1([C:2]2[C:13](=[O:12])[O:5][CH2:4][CH:3]=2)[CH:11]=[CH:10][CH:9]=[CH:8][CH:7]=1. Reported procedure: 3-Iodo-3-phenyl-prop-2-en-1-ol (Description 1; 1 g, 3.8 mM) was dissolved in tetrahydrofuran (20 ml) and Hunig's base (2.67 ml, 15.4 mM) and degassed using a Firestone valve (×3). Carbon monoxide was bubbled through the solution for 10 minutes after which tris(dibenzylideneacetone)dipalladium (141 mg; 4 mol %) and 1,4 bis(diphenylphosphino) butane (65 mg; 4 mol %) were added. The reaction was heated at 50° C. under an atmosphere of carbon monoxide. After 2 hours, when the reaction was 50% comple...